Dataset: the Open Reaction Database (ORD), a public repository of structured organic reaction records. Task: describe an organic reaction: reactants, conditions, products, and yield Starting materials: CC(C)(C)OC(=O)NC(C=O)Cc1ccccc1, C1CCOC1, CC(C)(C)[O-], [K+], COP(=O)(C=[N+]=[N-])OC. Yields the product C#CC(Cc1ccccc1)NC(=O)OC(C)(C)C. RXN SMILES: [C:16]([CH3:17])([CH3:18])([CH3:19])[O:20][C:21](=[O:22])[NH:23][CH:24]([CH:25]=[O:26])[CH2:27][c:28]1[cH:29][cH:30][cH:31][cH:32][cH:33]1.[CH2:34]1[O:35][CH2:36][CH2:37][CH2:38]1.[CH3:10][C:11]([CH3:12])([O-:13])[CH3:14].[K+:15].[N+:1](=[CH:3][P:2](=[O:4])([O:5][CH3:6])[O:7][CH3:8])=[N-:9]>>[CH:3]#[C:25][CH:24]([NH:23][C:21]([O:20][C:16]([CH3:17])([CH3:18])[CH3:19])=[O:22])[CH2:27][c:28]1[cH:29][cH:30][cH:31][cH:32][cH:33]1.